From a dataset of the Open Reaction Database (ORD), a public repository of structured organic reaction records. describe an organic reaction: reactants, conditions, products, and yield Reactants: C([O-])(O)=O.[Na+] (sodium bicarbonate), [N+](=O)([O-])C=1C=C(CS(=O)(=O)CCO)C=CC1 (2-[(3-nitrobenzyl)sulfonyl]ethanol). Reagents/catalysts: [Cl-].[Ti+3].[Cl-].[Cl-] (Titanium(III)chloride). The solvent is Cl (hydrochloric acid), C1CCOC1 (THF). Reaction conditions: time 18 hour. The product is NC=1C=C(CS(=O)(=O)CCO)C=CC1 (2-[(3-Aminobenzyl)sulfonyl]ethanol). As a reaction SMILES: [N+:1]([C:4]1[CH:5]=[C:6]([CH:14]=[CH:15][CH:16]=1)[CH2:7][S:8]([CH2:11][CH2:12][OH:13])(=[O:10])=[O:9])([O-])=O.C(=O)(O)[O-].[Na+]>Cl.C1COCC1.[Cl-].[Ti+3].[Cl-].[Cl-]>[NH2:1][C:4]1[CH:5]=[C:6]([CH:14]=[CH:15][CH:16]=1)[CH2:7][S:8]([CH2:11][CH2:12][OH:13])(=[O:10])=[O:9] |f:1.2,5.6.7.8|. Procedure: Titanium(III)chloride solution (about 15%) in about 10% hydrochloric acid (MERCK (MDA) INCL SCHUCHARDT, 114 ml) was added to a stirred solution of 2-[(3-nitrobenzyl)sulfonyl]ethanol (9.0 g; 36.7 mmol) in THF (384 ml) at room temperature and the batch was stirred for 18 hours. By adding aqueous sodium bicarbonate solution the pH value of the reaction mixture was raised to 7-8 before the batch was extracted with ethyl acetate (2×). The combined organic phases were washed with brine, dried (Sodium ... Starting materials: ClC1=NC(=CC(=N1)NC)Cl (2,6-dichloro-N-methyl-4-pyrimidinamine), N[C@H]1CC[C@H](CC1)C(=O)NCC1=C(C=CC=C1)C(F)(F)F (cis-4-amino-N-{[2-(trifluoromethyl)phenyl]methyl}cyclohexanecarboxamide), N[C@H]1CC[C@H](CC1)C(=O)NCC1=C(C=CC=C1)C(F)(F)F (cis-4-amino-N-{[2-(trifluoromethyl)phenyl]methyl}cyclohexanecarboxamide), FC(C(=O)[O-])(F)F (trifluoroacetate), [OH-].[Na+] (NaOH). Run in CC#N.O (MeCN H2O). Product: ClC1=NC(=NC(=C1)NC)N[C@H]1CC[C@H](CC1)C(=O)NCC1=C(C=CC=C1)C(F)(F)F (cis-4-{[4-chloro-6-(methylamino)-2-pyrimidinyl]amino}-N-{[2-(trifluoromethyl)phenyl]methyl}cyclohexanecarboxamide). As a reaction SMILES: Cl[C:2]1[N:7]=[C:6]([NH:8][CH3:9])[CH:5]=[C:4]([Cl:10])[N:3]=1.[NH2:11][C@@H:12]1[CH2:17][CH2:16][C@H:15]([C:18]([NH:20][CH2:21][C:22]2[CH:27]=[CH:26][CH:25]=[CH:24][C:23]=2[C:28]([F:31])([F:30])[F:29])=[O:19])[CH2:14][CH2:13]1.FC(F)(F)C([O-])=O.[OH-].[Na+]>CC#N.O>[Cl:10][C:4]1[CH:5]=[C:6]([NH:8][CH3:9])[N:7]=[C:2]([NH:11][C@@H:12]2[CH2:13][CH2:14][C@H:15]([C:18]([NH:20][CH2:21][C:22]3[CH:27]=[CH:26][CH:25]=[CH:24][C:23]=3[C:28]([F:29])([F:30])[F:31])=[O:19])[CH2:16][CH2:17]2)[N:3]=1 |f:3.4,5.6|. Reported procedure: To a solution of 2,6-dichloro-N-methyl-4-pyrimidinamine (360 mg, 2.0 mmol) and cis-4-amino-N-{[2-(trifluoromethyl)phenyl]methyl}cyclohexanecarboxamide (Intermediate 1) trifluoroacetate (829 mg, 2.0 mmol), in MeCN/H2O (1:1, 5 mL) was added 1N NaOH solution until a pH of 12 was achieved. The mixture was irradiated in the microwave for 4 hours at 170° C., at which time LCMS indicated the formation of the desired product. The reaction mixture was extracted with EtOAc (2×50 mL), washed with water (2×... Starting materials: O (Water), COC(=O)C1CN(C(C1)=O)C1=CC=C(C=C1)OCC1=CC(=CC=C1)F ((RS)-1-[4-(3-fluoro-benzyloxy)-phenyl]-5-oxo-pyrrolidine-3-carboxylic acid methyl ester), CN(C=O)C (N,N-dimethylformamide). Solvent: solution, CN (methylamine), C(C)O (ethanol). Reaction conditions: time 48 hour. The product is CNC(=O)C1CN(C(C1)=O)C1=CC=C(C=C1)OCC1=CC(=CC=C1)F ((RS)-1-[4-(3-Fluoro-benzyloxy)-phenyl]-5-oxo-pyrrolidine-3-carboxylic acid methylamide). RXN SMILES: C[O:2][C:3]([CH:5]1[CH2:9][C:8](=[O:10])[N:7]([C:11]2[CH:16]=[CH:15][C:14]([O:17][CH2:18][C:19]3[CH:24]=[CH:23][CH:22]=[C:21]([F:25])[CH:20]=3)=[CH:13][CH:12]=2)[CH2:6]1)=O.O.[CH3:27][N:28](C)C=O>CN.C(O)C>[CH3:27][NH:28][C:3]([CH:5]1[CH2:9][C:8](=[O:10])[N:7]([C:11]2[CH:16]=[CH:15][C:14]([O:17][CH2:18][C:19]3[CH:24]=[CH:23][CH:22]=[C:21]([F:25])[CH:20]=3)=[CH:13][CH:12]=2)[CH2:6]1)=[O:2]. Procedure: 300 mg (0.87 mmol) (RS)-1-[4-(3-fluoro-benzyloxy)-phenyl]-5-oxo-pyrrolidine-3-carboxylic acid methyl ester is dissolved in a mixture of 1 ml N,N-dimethylformamide and 0.18 ml of a 33% solution of methylamine in ethanol. The reaction vessel is tightly stopped and hold at 120° C. for 48 hours. Water is added and the product extracted with ethyl acetate. Drying and evaporation yields 92 mg (31%) of a slightly yellowish product. MS: m/e=343.3 (M+H)+. The reactants are CCCC1CO1, O=Cc1cccc(O)c1. The product is CCCC(O)COc1cccc(C=O)c1. As a reaction SMILES: [O:10]1[CH2:11][CH:12]1[CH2:13][CH2:14][CH3:15].[OH:1][c:2]1[cH:3][c:4]([CH:5]=[O:6])[cH:7][cH:8][cH:9]1>>[O:1]([c:2]1[cH:3][c:4]([CH:5]=[O:6])[cH:7][cH:8][cH:9]1)[CH2:11][CH:12]([OH:10])[CH2:13][CH2:14][CH3:15]. The reactants are CCC(c1ccc(Br)cc1)N1CCC(C)(c2ccccc2)OC1=O, Cn1ccc(I)cc1=O. The product is CCC(c1ccc(-c2ccn(C)c(=O)c2)cc1)N1CCC(C)(c2ccccc2)OC1=O. Reaction SMILES: [Br:1][c:2]1[cH:3][cH:4][c:5]([CH:8]([CH2:9][CH3:10])[N:11]2[C:12](=[O:24])[O:13][C:14]([c:17]3[cH:18][cH:19][cH:20][cH:21][cH:22]3)([CH3:23])[CH2:15][CH2:16]2)[cH:6][cH:7]1.[I:25][c:26]1[cH:27][c:28](=[O:33])[n:29]([CH3:32])[cH:30][cH:31]1>>[c:2]1(-[c:26]2[cH:27][c:28](=[O:33])[n:29]([CH3:32])[cH:30][cH:31]2)[cH:3][cH:4][c:5]([CH:8]([CH2:9][CH3:10])[N:11]2[C:12](=[O:24])[O:13][C:14]([c:17]3[cH:18][cH:19][cH:20][cH:21][cH:22]3)([CH3:23])[CH2:15][CH2:16]2)[cH:6][cH:7]1. The reactants are NC1=CC(=C(C=C1)CCC(=O)OCC)F (ethyl 3-(4-amino-2-fluorophenyl)propanoate), [N+](=O)([O-])C1=C(C=CC=C1)S(=O)(=O)Cl (2-nitrobenzenesulfonyl chloride). Run in N1=CC=CC=C1 (pyridine). Conditions: time 70 hour. Yields the product FC1=C(C=CC(=C1)NS(=O)(=O)C1=C(C=CC=C1)[N+](=O)[O-])CCC(=O)OCC (ethyl 3-(2-fluoro-4-{[(2-nitrophenyl)sulfonyl]amino}phenyl)propanoate). Yield: 76.5%. RXN SMILES: [NH2:1][C:2]1[CH:7]=[CH:6][C:5]([CH2:8][CH2:9][C:10]([O:12][CH2:13][CH3:14])=[O:11])=[C:4]([F:15])[CH:3]=1.[N+:16]([C:19]1[CH:24]=[CH:23][CH:22]=[CH:21][C:20]=1[S:25](Cl)(=[O:27])=[O:26])([O-:18])=[O:17]>N1C=CC=CC=1>[F:15][C:4]1[CH:3]=[C:2]([NH:1][S:25]([C:20]2[CH:21]=[CH:22][CH:23]=[CH:24][C:19]=2[N+:16]([O-:18])=[O:17])(=[O:26])=[O:27])[CH:7]=[CH:6][C:5]=1[CH2:8][CH2:9][C:10]([O:12][CH2:13][CH3:14])=[O:11]. Reported procedure: To a solution of ethyl 3-(4-amino-2-fluorophenyl)propanoate (9.89 g, 46.8 mmol) in pyridine (70 mL) was added 2-nitrobenzenesulfonyl chloride (11.4 g, 51.5 mmol) by small portions, and the mixture was stirred at room temperature for 70 hr. The solvent was evaporated under reduced pressure, and water and ethyl acetate were added to the obtained residue. The mixture was stirred with heating at 80° C. for 15 min and filtrated through celite. The organic layer in the filtrate was washed with saturat... The reactants are C(=C)OCCONC(=O)C1=C(C=2N=NC=CC2N1C)NC1=C(C=C(C=C1)I)F (7-(2-fluoro-4-iodo-phenylamino)-5-methyl-5H-pyrrolo[3,2-c]pyridazine-6-carboxylic acid (2-vinyloxy-ethoxy)-amide). The reagents and catalysts are Cl (hydrochloric acid). Run in CO (methanol). Run at time 10 minute. Yields the product OCCONC(=O)C1=C(C=2N=NC=CC2N1C)NC1=C(C=C(C=C1)I)F (7-(2-Fluoro-4-iodo-phenylamino)-5-methyl-5H-pyrrolo[3,2-c]pyridazine-6-carboxylic acid (2-hydroxy-ethoxy)-amide). Isolated yield 58.0%. Reaction SMILES: C([O:3][CH2:4][CH2:5][O:6][NH:7][C:8]([C:10]1[N:18]([CH3:19])[C:17]2[CH:16]=[CH:15][N:14]=[N:13][C:12]=2[C:11]=1[NH:20][C:21]1[CH:26]=[CH:25][C:24]([I:27])=[CH:23][C:22]=1[F:28])=[O:9])=C>CO.Cl>[OH:3][CH2:4][CH2:5][O:6][NH:7][C:8]([C:10]1[N:18]([CH3:19])[C:17]2[CH:16]=[CH:15][N:14]=[N:13][C:12]=2[C:11]=1[NH:20][C:21]1[CH:26]=[CH:25][C:24]([I:27])=[CH:23][C:22]=1[F:28])=[O:9]. Procedure details: To a solution of 7-(2-fluoro-4-iodo-phenylamino)-5-methyl-5H-pyrrolo[3,2-c]pyridazine-6-carboxylic acid (2-vinyloxy-ethoxy)-amide (148 mg, 0.3 mmol) in methanol (5 mL) was added concentrated hydrochloric acid (3 drops) and the reaction mixture stirred at room temperature for 10 minutes. The reaction mixture was concentrated in vacuo and the resultant residue dissolved in acetonitrile/water, neutralised with triethylamine and subjected to reverse-phase HPLC (Phenomenex Luna 5 phenyl/hexyl, 0.1% H... The reactants are C1(CCCC1)C[C@@H](C(=O)N1N(CCC1C(=O)O)C(=O)OCC1=CC=CC=C1)CN(OCC1=CC=CC=C1)C=O (2-[(2R)-3-cyclopentyl-2-({formyl[(phenylmethyl)oxy]amino}methyl)propanoyl]-1-{[(phenylmethyl)oxy]carbonyl}-3-pyrazolidine carboxylic acid), NC1=NC=CC=C1C (2-amino-3-methylpyridine), C(C)(C)N(C(C)C)CC (N,N-diisopropylethylamine), ClC1=C(C(=O)Cl)C(=CC(=C1)Cl)Cl (2,4,6-trichlorobenzoyl chloride). The reagents and catalysts are CN(C)C=1C=CN=CC1 (DMAP). Run in C1(CCCC1)C[C@@H](C(=O)N1N(CC[C@H]1C(=O)O)C(=O)OCC1=CC=CC=C1)CN(OCC1=CC=CC=C1)C=O ((3S)-2-[(2R)-3-cyclopentyl-2-({formyl[(phenylmethyl)oxy]amino}methyl)propanoyl]-1-{[(phenylmethyl)oxy]carbonyl}-3-pyrazolidinecarboxylic acid), O1CCCC1 (tetrahydrofuran). Reaction conditions: time 2 hour. Yields the product C1(CCCC1)C[C@@H](C(=O)N1N(CC[C@H]1C(=O)NC1=NC=CC=C1C)C(=O)OCC1=CC=CC=C1)CN(OCC1=CC=CC=C1)C=O (Phenylmethyl (3S)-2-[(2R)-3-cyclopentyl-2-({formyl[(phenylmethyl)oxy]amino}methyl)propanoyl]-3-{[(3-methyl-2-pyridinyl)amino]carbonyl}-1-pyrazolidine carboxylate). Isolated yield 61.0%. As a reaction SMILES: [CH:1]1([CH2:6][C@H:7]([CH2:28][N:29]([CH:38]=[O:39])[O:30][CH2:31][C:32]2[CH:37]=[CH:36][CH:35]=[CH:34][CH:33]=2)[C:8]([N:10]2[CH:14]([C:15]([OH:17])=O)[CH2:13][CH2:12][N:11]2[C:18]([O:20][CH2:21][C:22]2[CH:27]=[CH:26][CH:25]=[CH:24][CH:23]=2)=[O:19])=[O:9])[CH2:5][CH2:4][CH2:3][CH2:2]1.C(N(CC)C(C)C)(C)C.ClC1C=C(Cl)C=C(Cl)C=1C(Cl)=O.[NH2:61][C:62]1[C:67]([CH3:68])=[CH:66][CH:65]=[CH:64][N:63]=1>C1(C[C@H](CN(C=O)OCC2C=CC=CC=2)C(N2[C@H](C(O)=O)CCN2C(OCC2C=CC=CC=2)=O)=O)CCCC1.O1CCCC1.CN(C1C=CN=CC=1)C>[CH:1]1([CH2:6][C@H:7]([CH2:28][N:29]([CH:38]=[O:39])[O:30][CH2:31][C:32]2[CH:33]=[CH:34][CH:35]=[CH:36][CH:37]=2)[C:8]([N:10]2[C@H:14]([C:15]([NH:61][C:62]3[C:67]([CH3:68])=[CH:66][CH:65]=[CH:64][N:63]=3)=[O:17])[CH2:13][CH2:12][N:11]2[C:18]([O:20][CH2:21][C:22]2[CH:23]=[CH:24][CH:25]=[CH:26][CH:27]=2)=[O:19])=[O:9])[CH2:2][CH2:3][CH2:4][CH2:5]1. Reported procedure: To a solution of 2-[(2R)-3-cyclopentyl-2-({formyl[(phenylmethyl)oxy]amino}methyl)propanoyl]-1-{[(phenylmethyl)oxy]carbonyl}-3-pyrazolidine carboxylic acid (as a mixture of diastereomers enriched in (3S)-2-[(2R)-3-cyclopentyl-2-({formyl[(phenylmethyl)oxy]amino}methyl)propanoyl]-1-{[(phenylmethyl)oxy]carbonyl}-3-pyrazolidinecarboxylic acid) (250 mg, 0.465 mmol) in tetrahydrofuran (3 ml) was added N,N-diisopropylethylamine (405 μl, 2.325 mmol) and 2,4,6-trichlorobenzoyl chloride (0.087 mL, 0.558 mm... Starting materials: ClCCOC1=CC=C(C(=O)C2=CC=C(CSC3=NC4=CC=CC(=C4C(N3C)=O)C)C=C2)C=C1 (2-[4-[4-(2-chloroethoxy)benzoyl]benzylthio]-3,5-dimethyl-4(3H)-quinazolinone), N1(CCCCC1)C1CCNCC1 (4-piperidinopiperidine). Run in CN(C)C=O (DMF). Product: Cl.Cl.CN1C(=NC2=CC=CC(=C2C1=O)C)SCC1=CC=C(C=C1)C(C1=CC=C(C=C1)OCCN1CCC(CC1)N1CCCCC1)=O (3,5-Dimethyl-2-[4-[4-[2-(4-piperidinopiperidino)-ethoxy]benzoyl]benzylthio]-4(3H)-quinazolinone dihydrochloride). Isolated yield 137.5%. As a reaction SMILES: [Cl:1][CH2:2][CH2:3][O:4][C:5]1[CH:33]=[CH:32][C:8]([C:9]([C:11]2[CH:31]=[CH:30][C:14]([CH2:15][S:16][C:17]3[N:26]([CH3:27])[C:25](=[O:28])[C:24]4[C:19](=[CH:20][CH:21]=[CH:22][C:23]=4[CH3:29])[N:18]=3)=[CH:13][CH:12]=2)=[O:10])=[CH:7][CH:6]=1.[N:34]1([CH:40]2[CH2:45][CH2:44][NH:43][CH2:42][CH2:41]2)[CH2:39][CH2:38][CH2:37][CH2:36][CH2:35]1>CN(C=O)C>[ClH:1].[ClH:1].[CH3:27][N:26]1[C:25](=[O:28])[C:24]2[C:19](=[CH:20][CH:21]=[CH:22][C:23]=2[CH3:29])[N:18]=[C:17]1[S:16][CH2:15][C:14]1[CH:30]=[CH:31][C:11]([C:9](=[O:10])[C:8]2[CH:32]=[CH:33][C:5]([O:4][CH2:3][CH2:2][N:43]3[CH2:44][CH2:45][CH:40]([N:34]4[CH2:39][CH2:38][CH2:37][CH2:36][CH2:35]4)[CH2:41][CH2:42]3)=[CH:6][CH:7]=2)=[CH:12][CH:13]=1 |f:3.4.5|. Procedure: A solution of 2-[4-[4-(2-chloroethoxy)benzoyl]benzylthio]-3,5-dimethyl-4(3H)-quinazolinone (375 mg) and 4-piperidinopiperidine (434 mg) in DMF (5 ml) was stirred at 100° C. for 7 hours. This reaction mixture was concentrated and the residue was dissolved in ethyl acetate, washed with water, dried, and concentrated. Then, hydrogen chloride/ethyl acetate was added and the precipitated hydrochloride was recovered by filtration and dried to provide the title compound as colorless solid (368 mg). Reactants: O=S(=O)(O)Cl, Cl, O=C(O)c1cc(F)c(F)cc1F, I. Yields the product O=C(O)c1cc(F)c(F)c(Cl)c1F. Reaction SMILES: [Cl:15][S:16]([OH:17])(=[O:18])=[O:19].[Cl:1].[F:2][c:3]1[c:4]([C:5](=[O:6])[OH:7])[cH:8][c:9]([F:13])[c:10]([F:12])[cH:11]1.[I:14]>>[F:2][c:3]1[c:4]([C:5](=[O:6])[OH:7])[cH:8][c:9]([F:13])[c:10]([F:12])[c:11]1[Cl:15].